This data is from the Open Reaction Database (ORD), a public repository of structured organic reaction records. The task is: describe an organic reaction: reactants, conditions, products, and yield The reactants are C(C)(C)(C)C1=C(C(=CC(=C1)S)C(C)(C)C)O (2,6-di-tert-butyl-4-mercapto-phenol), C(C)(C)(C)OC(=O)N1CCC(CC1)=CC(=O)OCC (4-ethoxycarbonylmethylene-piperidine-1-carboxylic acid tert-butyl ester). Solvent: N1CCCCC1 (piperidine), C(C)(=O)OCC (ethyl acetate). Reaction conditions: temperature 90 celsius. Product: ethyl acetate hexanes, C(C)(C)(C)OC(=O)N1CCC(CC1)(CC(=O)OCC)SC1=CC(=C(C(=C1)C(C)(C)C)O)C(C)(C)C (4-(3,5-di-tert-butyl-4-hydroxy-phenylsulfanyl)-4-ethoxycarbonylmethyl-piperidine-1-carboxylic acid tert-butyl ester). The yield is 94.0%. Reaction SMILES: [C:1]([C:5]1[CH:10]=[C:9]([SH:11])[CH:8]=[C:7]([C:12]([CH3:15])([CH3:14])[CH3:13])[C:6]=1[OH:16])([CH3:4])([CH3:3])[CH3:2].[C:17]([O:21][C:22]([N:24]1[CH2:29][CH2:28][C:27](=[CH:30][C:31]([O:33][CH2:34][CH3:35])=[O:32])[CH2:26][CH2:25]1)=[O:23])([CH3:20])([CH3:19])[CH3:18]>N1CCCCC1.C(OCC)(=O)C>[C:17]([O:21][C:22]([N:24]1[CH2:29][CH2:28][C:27]([S:11][C:9]2[CH:8]=[C:7]([C:12]([CH3:15])([CH3:14])[CH3:13])[C:6]([OH:16])=[C:5]([C:1]([CH3:4])([CH3:3])[CH3:2])[CH:10]=2)([CH2:30][C:31]([O:33][CH2:34][CH3:35])=[O:32])[CH2:26][CH2:25]1)=[O:23])([CH3:20])([CH3:19])[CH3:18]. Procedure details: A suspension of 2,6-di-tert-butyl-4-mercapto-phenol (1.2 g, 5.2 mmol) and 4-ethoxycarbonylmethylene-piperidine-1-carboxylic acid tert-butyl ester (1.2 g, 4.4 mmol) in 5 mL of piperidine was degassed and then heated to 90° C. for 15 h. The reaction was cooled to room temperature, toluene (10 mL) was added, and the mixture was concentrated under reduced pressure. The residue obtained was diluted with ethyl acetate (40 mL), washed with 1 N HCl (2×30 mL) and water (40 mL), dried over Na2SO4, and con... The reactants are Cl (HCl), C(C1=CC=CC=C1)[C@@H]1N(C(OC1)=O)C(\C=C\C)=O ((S,E)-4-benzyl-3-but-2-enoyloxazolidin-2-one), C=CC(C)=C (isoprene), [Al](CC)(CC)Cl (Et2AlCl), C1(=CC=CC=C1)C (toluene). The solvent is C(Cl)Cl (DCM). Conditions: temperature -40 celsius, time 8 hour. The product is C[C@@H]1[C@H](CC[C@@H](C1)C)C(=O)O ((1S,2S,4S)-2,4-dimethylcyclohexanecarboxylic acid). Yield: 88.0%. Reaction SMILES: C([C@H]1C[O:11][C:10](=[O:13])N1C(=O)/C=C/C)C1C=CC=CC=1.[CH2:19]=[CH:20][C:21](=[CH2:23])[CH3:22].[Al](Cl)(CC)CC.[C:30]1(C)[CH:35]=CC=C[CH:31]=1.Cl>C(Cl)Cl>[CH3:23][C@H:21]1[CH2:22][C@@H:30]([CH3:35])[CH2:31][CH2:19][C@@H:20]1[C:10]([OH:13])=[O:11]. Procedure details: A solution of (S,E)-4-benzyl-3-but-2-enoyloxazolidin-2-one (34.5 g, 0.14 mol) and isoprene (250 mL) in DCM was cooled to −78° C. To this solution was added a solution of Et2AlCl in toluene (100 mL, 0.18 mol) dropwise. The solution was warmed to −40° C. and stirred at this temperature overnight. 2 N HCl solution (150 mL) was added. Most of the DCM was removed under vacuum and the mixture was extracted with ether. After drying over Na2SO4, the combined organic layer was concentrated and the residu... Reactants: [Na] (sodium), OC1=C(C=CC=C1)NC(C(F)(F)F)=O (N-(2-hydroxyphenyl)trifluoroacetamide), BrCC=CC(=O)OCC (ethyl 4-bromo-2-butenoate). The solvent is C(C)O (ethanol). Reaction conditions: temperature 0 celsius. Yields the product O1CC(NC2=C1C=CC=C2)CC(=O)OCC (Ethyl (±)-3,4-dihydro-2H-1,4-benzoxazine-3-acetate). Reaction SMILES: [Na].[OH:2][C:3]1[CH:8]=[CH:7][CH:6]=[CH:5][C:4]=1[NH:9]C(=O)C(F)(F)F.Br[CH2:17][CH:18]=[CH:19][C:20]([O:22][CH2:23][CH3:24])=[O:21]>C(O)C>[O:2]1[C:3]2[CH:8]=[CH:7][CH:6]=[CH:5][C:4]=2[NH:9][CH:18]([CH2:19][C:20]([O:22][CH2:23][CH3:24])=[O:21])[CH2:17]1 |^1:0|. Procedure: 650 ml of ethanol are introduced into a 3 l reactor, with magnetic stirring, cooled to 0° C., 5.9 g (0.259 mol) of sodium are added slowly, in small portions, followed by successive dropwise addition of 53 g (0.259 mol) of N-(2-hydroxyphenyl)trifluoroacetamide and 50 g (0.259 mol) of 75% pure ethyl 4-bromo-2-butenoate, and the mixture is heated at 80° C. for 1.5 h. Starting materials: COc1cc(OC)nc(Oc2cccc(F)c2N)n1, COC(=O)CS(=O)(=O)Cl, ClCCl, c1ccncc1. Yields the product COC(=O)CS(=O)(=O)Nc1c(F)cccc1Oc1nc(OC)cc(OC)n1. RXN SMILES: [CH3:10][O:11][c:12]1[n:13][c:14]([O:20][c:21]2[c:22]([NH2:23])[c:24]([F:28])[cH:25][cH:26][cH:27]2)[n:15][c:16]([O:18][CH3:19])[cH:17]1.[Cl:1][S:2](=[O:3])(=[O:4])[CH2:5][C:6](=[O:7])[O:8][CH3:9].[Cl:35][CH2:36][Cl:37].[cH:29]1[cH:30][cH:31][n:32][cH:33][cH:34]1>>[S:2](=[O:3])(=[O:4])([CH2:5][C:6](=[O:7])[O:8][CH3:9])[NH:23][c:22]1[c:21]([O:20][c:14]2[n:13][c:12]([O:11][CH3:10])[cH:17][c:16]([O:18][CH3:19])[n:15]2)[cH:27][cH:26][cH:25][c:24]1[F:28].